describe an organic reaction: reactants, conditions, products, and yield From a dataset of the Open Reaction Database (ORD), a public repository of structured organic reaction records. Starting materials: Cc1[nH]c(C=O)c(C)c1C(=O)N1CCN(C)CC1, O=C1Cc2cc(S(=O)(=O)Nc3ccccc3)ccc2N1. Product: Cc1[nH]c(C=C2C(=O)Nc3ccc(S(=O)(=O)Nc4ccccc4)cc32)c(C)c1C(=O)N1CCN(C)CC1. RXN SMILES: [CH3:21][c:22]1[c:23]([CH:37]=[O:38])[nH:24][c:25]([CH3:36])[c:26]1[C:27](=[O:28])[N:29]1[CH2:30][CH2:31][N:32]([CH3:35])[CH2:33][CH2:34]1.[c:1]1([NH:7][S:8](=[O:9])(=[O:10])[c:11]2[cH:12][c:13]3[c:17]([cH:18][cH:19]2)[NH:16][C:15](=[O:20])[CH2:14]3)[cH:2][cH:3][cH:4][cH:5][cH:6]1>>[c:1]1([NH:7][S:8](=[O:9])(=[O:10])[c:11]2[cH:12][c:13]3[c:17]([cH:18][cH:19]2)[NH:16][C:15](=[O:20])[C:14]3=[CH:37][c:23]2[c:22]([CH3:21])[c:26]([C:27](=[O:28])[N:29]3[CH2:30][CH2:31][N:32]([CH3:35])[CH2:33][CH2:34]3)[c:25]([CH3:36])[nH:24]2)[cH:2][cH:3][cH:4][cH:5][cH:6]1. Reactants: OC1=C2C(SCC1)SC(=C2)S(=O)(=O)N (5,6-Dihydro-4-hydroxythieno[2,3-b]thiopyran-2-sulfonamide), C(CO)O (ethylene glycol), O (water). The reagents and catalysts are Cl (hydrochloric acid). Run at time 24 hour. Product: OCCOC1=C2C(SCC1)SC(=C2)S(=O)(=O)N (5,6-Dihydro-4-(2-hydroxyethoxy)thieno[2,3-b]thiopyran-2-sulfonamide). The yield is 37.0%. As a reaction SMILES: [OH:1][C:2]1[CH2:7][CH2:6][S:5][CH:4]2[S:8][C:9]([S:11]([NH2:14])(=[O:13])=[O:12])=[CH:10][C:3]=12.O.[CH2:16](O)[CH2:17][OH:18]>Cl>[OH:18][CH2:17][CH2:16][O:1][C:2]1[CH2:7][CH2:6][S:5][CH:4]2[S:8][C:9]([S:11]([NH2:14])(=[O:13])=[O:12])=[CH:10][C:3]=12. Procedure details: 5,6-Dihydro-4-hydroxythieno[2,3-b]thiopyran-2-sulfonamide, (2.0 g, 0.008 mole) was dissolved in ethylene glycol (20 ml), treated with concentrated hydrochloric acid (10 drops), and stirred at room temperature for 24 hours. The mixture was poured into water (100 ml) and extracted repeatedly with ethyl acetate. Evaporation of the washed and dried ethyl acetate extract left the crude product as an oily solid. Trituration with 10% ethanol in ether followed by recrystallization of the obtained solid ... Reactants: ClC=1C=C(C=CC1Cl)SCC(COC=1C=C2CCC(NC2=CC1)=O)O (6-[3-(3,4-dichlorophenyl-mercapto)-2-hydroxy-propoxy]-3,4-dihydro-carbostyril), OO (hydrogen peroxide). Yields the product ClC=1C=C(C=CC1Cl)S(=O)CC(COC=1C=C2CCC(NC2=CC1)=O)O (6-[3-(3,4-Dichlorophenyl-sulfinyl)-2-hydroxy-propoxy]-3,4-dihydro-carbostyril). As a reaction SMILES: [Cl:1][C:2]1[CH:3]=[C:4]([S:9][CH2:10][CH:11]([OH:25])[CH2:12][O:13][C:14]2[CH:15]=[C:16]3[C:21](=[CH:22][CH:23]=2)[NH:20][C:19](=[O:24])[CH2:18][CH2:17]3)[CH:5]=[CH:6][C:7]=1[Cl:8].[OH:26]O>>[Cl:1][C:2]1[CH:3]=[C:4]([S:9]([CH2:10][CH:11]([OH:25])[CH2:12][O:13][C:14]2[CH:15]=[C:16]3[C:21](=[CH:22][CH:23]=2)[NH:20][C:19](=[O:24])[CH2:18][CH2:17]3)=[O:26])[CH:5]=[CH:6][C:7]=1[Cl:8]. Procedure: The 6-[3-(3,4-dichlorophenyl-mercapto)-2-hydroxy-propoxy]-3,4-dihydro-carbostyril thus obtained, was oxidized analogous to Example 123 with hydrogen peroxide. The reactants are [Al+3], COC(=O)c1ccccc1O, CC(=O)Cl, [Cl-], [Cl-], [Cl-], ClC(Cl)=C(Cl)Cl, O. Product: COC(=O)c1cc(C(C)=O)ccc1O. As a reaction SMILES: [Al+3:23].[C:1]([c:2]1[c:3]([OH:4])[cH:5][cH:6][cH:7][cH:8]1)(=[O:9])[O:10][CH3:11].[CH3:18][C:19]([Cl:20])=[O:21].[Cl-:22].[Cl-:24].[Cl-:25].[Cl:12][C:13]([Cl:14])=[C:15]([Cl:16])[Cl:17].[OH2:26]>>[C:1]([c:2]1[c:3]([OH:4])[cH:5][cH:6][c:7]([C:19]([CH3:18])=[O:21])[cH:8]1)(=[O:9])[O:10][CH3:11]. Starting materials: COC=1C=C(C2=C(N=C(O2)C2=CC=C(C=C2)OC)C1)CO (5-methoxy-7-(hydroxymethyl)-2-(4-methoxyphenyl)-1,3-benzoxazole), B(Br)(Br)Br (boron tribromide). The product is BrCC1=CC(=CC=2N=C(OC21)C2=CC=C(C=C2)O)O (7-(Bromomethyl)-2-(4-hydroxyphenyl)-1,3-benzoxazol-5-ol). As a reaction SMILES: C[O:2][C:3]1[CH:4]=[C:5]([CH2:20]O)[C:6]2[O:10][C:9]([C:11]3[CH:16]=[CH:15][C:14]([O:17]C)=[CH:13][CH:12]=3)=[N:8][C:7]=2[CH:19]=1.B(Br)(Br)[Br:23]>>[Br:23][CH2:20][C:5]1[C:6]2[O:10][C:9]([C:11]3[CH:16]=[CH:15][C:14]([OH:17])=[CH:13][CH:12]=3)=[N:8][C:7]=2[CH:19]=[C:3]([OH:2])[CH:4]=1. Procedure details: The title compound was prepared according to the procedure of Example 20, step e (Route b), from 5-methoxy-7-(hydroxymethyl)-2-(4-methoxyphenyl)-1,3-benzoxazole with prolonged stirring in the presence of boron tribromide, and was obtained as a light brown solid, m.p. 250-260° C. (dec); MS m/e 321 (M+H)+. The reactants are BrCCCCBr, O=C([O-])[O-], CCC(C)=O, [I-], [K+], [K+], [K+], CCCc1c(O)ccc(C(C)=O)c1O. As a reaction SMILES: [Br:15][CH2:16][CH2:17][CH2:18][CH2:19][Br:20].[C:21](=[O:22])([O-:23])[O-:24].[CH2:29]([C:30]([CH3:31])=[O:32])[CH3:33].[I-:28].[K+:25].[K+:26].[K+:27].[OH:1][c:2]1[c:3]([C:12]([CH3:13])=[O:14])[cH:4][cH:5][c:6]([OH:11])[c:7]1[CH2:8][CH2:9][CH3:10]>>[OH:1][c:2]1[c:3]([C:12]([CH3:13])=[O:14])[cH:4][cH:5][c:6]([O:11][CH2:19][CH2:18][CH2:17][CH2:16][Br:15])[c:7]1[CH2:8][CH2:9][CH3:10]. Yields the product CCCc1c(OCCCCBr)ccc(C(C)=O)c1O. Reactants: C(O)([O-])=O.[Na+] (sodium hydrogencarbonate), C(C)(C)C1=C(C=C(C=C1)/C=C/C(=O)OCC)[N+](=O)[O-] (ethyl (E)-3-(4-isopropyl-3-nitrophenyl)acrylate), C(O)([O-])=O.[Na+] (sodium hydrogencarbonate), Cl (hydrochloric acid). The reagents and catalysts are [Fe] (iron). Run in C(C)O (ethanol). The product is NC=1C=C(C=CC1C(C)C)/C=C/C(=O)OCC (ethyl (E)-3-(3-amino- 4-isopropylphenyl)acrylate). Yield: 85.5%. Reaction SMILES: [CH:1]([C:4]1[CH:9]=[CH:8][C:7](/[CH:10]=[CH:11]/[C:12]([O:14][CH2:15][CH3:16])=[O:13])=[CH:6][C:5]=1[N+:17]([O-])=O)([CH3:3])[CH3:2].Cl.C(=O)([O-])O.[Na+]>C(O)C.[Fe]>[NH2:17][C:5]1[CH:6]=[C:7](/[CH:10]=[CH:11]/[C:12]([O:14][CH2:15][CH3:16])=[O:13])[CH:8]=[CH:9][C:4]=1[CH:1]([CH3:3])[CH3:2] |f:2.3|. Procedure: 13.2 g of ethyl (E)-3-(4-isopropyl-3-nitrophenyl)acrylate was dissolved in 330 ml of 80% ethanol. Thereto were added 27.9 g of an iron powder and 4.17 ml of concentrated hydrochloric acid at room temperature. The mixture was refluxed for 1.5 hours. The reaction mixture was neutralized with sodium hydrogencarbonate. The resulting insolubles were removed by filtration and the filtrate was subjected to distillation under reduced pressure to remove the solvent. To the residue were added 100 ml of wa... The reactants are C(C)(C)(C)OC(=O)N1CCN(CC1)CCNC(=O)C1=CC2=CN=C3C=CC=C(S1)N32 (N-[2-(4-tert-butoxycarbonyl-1-piperazinyl)ethan-1-yl]-5-thia-1,8b-diazaacenaphthylene-4-carboxamide), Cl (hydrochloric acid). Run in C(C)O (ethanol). Conditions: time 1 hour. Product: Cl.Cl.Cl.N1(CCNCC1)CCNC(=O)C1=CC2=CN=C3C=CC=C(S1)N32 (N-[2-(piperazinyl)ethan-1-yl]-5-thia-1,8b-diazaacenaphthylene-4-carboxamide Trihydrochloride). Reaction SMILES: C(OC([N:8]1[CH2:13][CH2:12][N:11]([CH2:14][CH2:15][NH:16][C:17]([C:19]2[S:29][C:28]3[N:30]4[C:21](=[CH:22][N:23]=[C:24]4[CH:25]=[CH:26][CH:27]=3)[CH:20]=2)=[O:18])[CH2:10][CH2:9]1)=O)(C)(C)C.[ClH:31]>C(O)C>[ClH:31].[ClH:31].[ClH:31].[N:11]1([CH2:14][CH2:15][NH:16][C:17]([C:19]2[S:29][C:28]3[N:30]4[C:21](=[CH:22][N:23]=[C:24]4[CH:25]=[CH:26][CH:27]=3)[CH:20]=2)=[O:18])[CH2:12][CH2:13][NH:8][CH2:9][CH2:10]1 |f:3.4.5.6|. Reported procedure: To a solution of 3.60 g (8.38 mM) of N-[2-(4-tert-butoxycarbonyl-1-piperazinyl)ethan-1-yl]-5-thia-1,8b-diazaacenaphthylene-4-carboxamide in 100 ml of ethanol was added 3.4 ml (41.90 mM) of 12N-hydrochloric acid and the mixture was stirred at room temperature for one hour. The resulting crystals were collected by filtration and rinsed with small amounts of ethanol and ether to provide the title compound. Yield 3.36 g (91.4%, orange-colored crystals). The reactants are CC([O-])=S, CCOC(=O)c1csc(N2CC(OS(C)(=O)=O)C2)n1, CN(C)C=O, [K+]. Yields the product CCOC(=O)c1csc(N2CC(SC(C)=O)C2)n1. Reaction SMILES: [C:20]([CH3:21])(=[S:22])[O-:23].[CH2:1]([CH3:2])[O:3][C:4](=[O:5])[c:6]1[n:7][c:8]([N:11]2[CH2:12][CH:13]([O:15][S:16]([CH3:17])(=[O:18])=[O:19])[CH2:14]2)[s:9][cH:10]1.[CH3:25][N:26]([CH3:27])[CH:28]=[O:29].[K+:24]>>[CH2:1]([CH3:2])[O:3][C:4](=[O:5])[c:6]1[n:7][c:8]([N:11]2[CH2:12][CH:13]([S:22][C:20]([CH3:21])=[O:23])[CH2:14]2)[s:9][cH:10]1.